Dataset: the Open Reaction Database (ORD), a public repository of structured organic reaction records. Task: describe an organic reaction: reactants, conditions, products, and yield Starting materials: BrC1=CC(=CC2=C1N(C(=N2)NC2=C(C=CC=C2Cl)Cl)C)C(=O)O (7-bromo-2-(2,6-dichloro-phenylamino)-1-methyl-1H-benzimidazole-5-carboxylic acid), C1(CCCCC1)N (cyclohexylamine), CN(C)C(=[N+](C)C)ON1C2=C(C=CC=C2)N=N1.[B-](F)(F)(F)F (TBTU). Solvent: CN(C)C=O (DMF). Yields the product C1(CCCCC1)NC(=O)C1=CC2=C(N(C(=N2)NC2=C(C=CC=C2Cl)Cl)C)C(=C1)Br (7-Bromo-2-(2,6-dichloro-phenylamino)-1-methyl-1H-benzimidazole-5-carboxylic acid cyclohexylamide). Reaction SMILES: [Br:1][C:2]1[C:7]2[N:8]([CH3:20])[C:9]([NH:11][C:12]3[C:17]([Cl:18])=[CH:16][CH:15]=[CH:14][C:13]=3[Cl:19])=[N:10][C:6]=2[CH:5]=[C:4]([C:21]([OH:23])=O)[CH:3]=1.[CH:24]1([NH2:30])[CH2:29][CH2:28][CH2:27][CH2:26][CH2:25]1.CN(C(ON1N=NC2C=CC=CC1=2)=[N+](C)C)C.[B-](F)(F)(F)F>CN(C=O)C>[CH:24]1([NH:30][C:21]([C:4]2[CH:3]=[C:2]([Br:1])[C:7]3[N:8]([CH3:20])[C:9]([NH:11][C:12]4[C:13]([Cl:19])=[CH:14][CH:15]=[CH:16][C:17]=4[Cl:18])=[N:10][C:6]=3[CH:5]=2)=[O:23])[CH2:29][CH2:28][CH2:27][CH2:26][CH2:25]1 |f:2.3|. Reported procedure: Prepared analogously to example 3c from 7-bromo-2-(2,6-dichloro-phenylamino)-1-methyl-1H-benzimidazole-5-carboxylic acid, cyclohexylamine, TBTU and TEA in DMF. The reactants are isomeric mixture, C(=O)([O-])[O-].[K+].[K+] (K2CO3), BrCC1=C(C=CC=C1)C(F)(F)F (1-(bromomethyl)-2-(trifluoromethyl)benzene), OC1=C(SC(=C1)N1C=NC2=NC(=CC=C21)OC)C(=O)OC (methyl 3-hydroxy-5-(5-methoxy-1H-imidazo[4,5-b]pyridin-1-yl)thiophene-2-carboxylate), OC1=C(SC(=C1)N1C=NC=2C1=NC(=CC2)OC)C(=O)OC (methyl 3-hydroxy-5-(5-methoxy-3H-imidazo[4,5-b]pyridin-3-yl)thiophene-2-carboxylate). Solvent: CN(C=O)C (N,N-dimethylformamide). The product is COC1=CC=C2C(=N1)N(C=N2)C2=CC(=C(S2)C(=O)OC)OCC2=C(C=CC=C2)C(F)(F)F (Methyl 5-(5-methoxy-3H-imidazo[4,5-b]pyridin-3-yl)-3-{[2-(trifluoromethyl)benzyl]oxy}thiophene-2-carboxylate). Reaction SMILES: OC1C=C(N2C3C(=NC(OC)=CC=3)N=C2)SC=1C(OC)=O.[OH:22][C:23]1[CH:27]=[C:26]([N:28]2[C:32]3=[N:33][C:34]([O:37][CH3:38])=[CH:35][CH:36]=[C:31]3[N:30]=[CH:29]2)[S:25][C:24]=1[C:39]([O:41][CH3:42])=[O:40].C([O-])([O-])=O.[K+].[K+].Br[CH2:50][C:51]1[CH:56]=[CH:55][CH:54]=[CH:53][C:52]=1[C:57]([F:60])([F:59])[F:58]>CN(C)C=O>[CH3:38][O:37][C:34]1[N:33]=[C:32]2[N:28]([C:26]3[S:25][C:24]([C:39]([O:41][CH3:42])=[O:40])=[C:23]([O:22][CH2:50][C:51]4[CH:56]=[CH:55][CH:54]=[CH:53][C:52]=4[C:57]([F:58])([F:59])[F:60])[CH:27]=3)[CH:29]=[N:30][C:31]2=[CH:36][CH:35]=1 |f:2.3.4|. Reported procedure: In a similar manner as described for example B3, 1.4 g of an isomeric mixture of methyl 3-hydroxy-5-(5-methoxy-1H-imidazo[4,5-b]pyridin-1-yl)thiophene-2-carboxylate and methyl 3-hydroxy-5-(5-methoxy-3H-imidazo[4,5-b]pyridin-3-yl)thiophene-2-carboxylate (example C9) and 0.76 g K2CO3 and 1.31 g 1-(bromomethyl)-2-(trifluoromethyl)benzene in 20 ml N,N-dimethylformamide yield compound B7a and compound B7b as crude material. These compounds were used for the next step (examples 22 and 23) without furt... Procedure details: 2-Carbamoylmethoxyphenoxyacetamide (Intermediate A64, 112 g, 0.50 mol) was added portion wise over 15 min to rapidly stirred chlorosulfonic acid (582.5 g, 5.0 mol) and cooled to 0° C. Then dichloromethane (120 mL) was added, and the mixture was heated in a 60°-70° C. bath for 3 hr. The mixture was slowly poured into 1.5 Kg of crushed ice, and water (500 mL) was added. The resulting solid was collected, washed with water and acetone, resuspended in acetone, filtered, washed with acetone, and air ... Isolated yield 77.5%. Reaction SMILES: [C:1]([CH2:4][O:5][C:6]1[CH:16]=[CH:15][CH:14]=[CH:13][C:7]=1[O:8][CH2:9][C:10]([NH2:12])=[O:11])(=[O:3])[NH2:2].[Cl:17][S:18](O)(=[O:20])=[O:19].ClCCl>O>[C:10]([CH2:9][O:8][C:7]1[CH:13]=[C:14]([S:18]([Cl:17])(=[O:20])=[O:19])[CH:15]=[CH:16][C:6]=1[O:5][CH2:4][C:1]([NH2:2])=[O:3])(=[O:11])[NH2:12]. Run at temperature 0 celsius. Yields the product C(N)(=O)COC1=C(OCC(=O)N)C=CC(=C1)S(=O)(=O)Cl (2-Carbamoylmethoxy-4-chlorosulfonylphenoxyacetamide). Solvent: O (water). Starting materials: C(N)(=O)COC1=C(OCC(=O)N)C=CC=C1 (2-Carbamoylmethoxyphenoxyacetamide), ClS(=O)(=O)O (chlorosulfonic acid), ice, ClCCl (dichloromethane). Starting materials: CS(C)=O, Cc1cccc2cc(CO)c(-c3ccccc3Cl)nc12, Clc1ncnc2nc[nH]c12, [H-], C1CN2CCN1CC2, [Na+], O. Product: Cc1cccc2cc(COc3ncnc4[nH]cnc34)c(-c3ccccc3Cl)nc12. RXN SMILES: [CH3:41][S:42]([CH3:43])=[O:44].[Cl:19][c:20]1[c:21](-[c:26]2[n:27][c:28]3[c:29]([CH3:38])[cH:30][cH:31][cH:32][c:33]3[cH:34][c:35]2[CH2:36][OH:37])[cH:22][cH:23][cH:24][cH:25]1.[Cl:1][c:2]1[c:3]2[nH:4][cH:5][n:6][c:7]2[n:8][cH:9][n:10]1.[H-:39].[N:11]12[CH2:12][CH2:13][N:14]([CH2:15][CH2:16]1)[CH2:17][CH2:18]2.[Na+:40].[OH2:45]>>[c:2]1([O:37][CH2:36][c:35]2[c:26](-[c:21]3[c:20]([Cl:19])[cH:25][cH:24][cH:23][cH:22]3)[n:27][c:28]3[c:29]([CH3:38])[cH:30][cH:31][cH:32][c:33]3[cH:34]2)[c:3]2[n:4][cH:5][nH:6][c:7]2[n:8][cH:9][n:10]1. Reactants: ClC(=C[C@@H]1C([C@H]1C(=O)Cl)(C)C)Cl ((+)-trans-3-(2,2-dichloroethenyl)-2,2-dimethylcyclopropanecarbonyl chloride), C1(=CC=CC=C1)C1=C2CC(CC2=CC=C1)O ((+)-4-phenyl-2-indanol), N1=CC=CC=C1 (pyridine). Run in C1(=CC=CC=C1)C (toluene). Product: ClC(=C[C@@H]1C([C@H]1C(=O)OC1CC2=CC=CC(=C2C1)C1=CC=CC=C1)(C)C)Cl ((+)-4-phenyl-2-indanyl (+)-trans-3-(2,2-dichloroethenyl)-2,2-dimethylcyclopropanecarboxylate), alcohol. As a reaction SMILES: [Cl:1][C:2]([Cl:12])=[CH:3][C@H:4]1[C@H:6]([C:7](Cl)=[O:8])[C:5]1([CH3:11])[CH3:10].[C:13]1([C:19]2[CH:27]=[CH:26][CH:25]=[C:24]3[C:20]=2[CH2:21][CH:22]([OH:28])[CH2:23]3)[CH:18]=[CH:17][CH:16]=[CH:15][CH:14]=1.N1C=CC=CC=1>C1(C)C=CC=CC=1>[Cl:1][C:2]([Cl:12])=[CH:3][C@H:4]1[C@H:6]([C:7]([O:28][CH:22]2[CH2:21][C:20]3[C:24](=[CH:25][CH:26]=[CH:27][C:19]=3[C:13]3[CH:18]=[CH:17][CH:16]=[CH:15][CH:14]=3)[CH2:23]2)=[O:8])[C:5]1([CH3:11])[CH3:10]. Procedure: In a manner similar to Example 12A, the reaction of 0.41 g (0.0018 mole) of (+)-trans-3-(2,2-dichloroethenyl)-2,2-dimethylcyclopropanecarbonyl chloride with 0.37 g (0.0018 mole) of (+)-4-phenyl-2-indanol (EE 50%), 0.16 g (0.002 mole) of pyridine and toluene gave (+)-4-phenyl-2-indanyl (+)-trans-3-(2,2-dichloroethenyl)-2,2-dimethylcyclopropanecarboxylate, EE 50% (alcohol moiety). The nmr and ir spectra were consistent with the proposed structure. The reactants are C[Si](C)(C)CCOC(=O)On1nnc2ccccc21, CN(C)C=O, CCN(C(C)C)C(C)C, C=Cc1ccc(N)cc1Cl, O. Yields the product C=Cc1ccc(NC(=O)OCC[Si](C)(C)C)cc1Cl. As a reaction SMILES: [CH3:20][Si:21]([CH2:22][CH2:23][O:24][C:25](=[O:26])[O:27][n:28]1[c:29]2[cH:30][cH:31][cH:32][cH:33][c:34]2[n:35][n:36]1)([CH3:37])[CH3:38].[CH3:39][N:40]([CH3:41])[CH:42]=[O:43].[CH:11]([N:12]([CH:13]([CH3:14])[CH3:15])[CH2:16][CH3:17])([CH3:18])[CH3:19].[Cl:1][c:2]1[cH:3][c:4]([NH2:10])[cH:5][cH:6][c:7]1[CH:8]=[CH2:9].[OH2:44]>>[Cl:1][c:2]1[cH:3][c:4]([NH:10][C:25]([O:24][CH2:23][CH2:22][Si:21]([CH3:20])([CH3:37])[CH3:38])=[O:26])[cH:5][cH:6][c:7]1[CH:8]=[CH2:9]. The reactants are CC1=CC(=CC(=N1)C1=NC(=CC=C1)C=1C=C(C=CC1)S(=O)(=O)Cl)C1=CC=C(C=C1)C(F)(F)F (3-[6′-methyl-4′-(4-trifluoromethyl-phenyl)-[2,2′]bipyridinyl-6-yl]-benzenesulfonyl chloride), N(CCO)CCO (diethanolamine). Solvent: C1CCOC1 (THF), CCOC(=O)C (EtOAc). The product is OCCN(S(=O)(=O)C1=CC(=CC=C1)C1=CC=CC(=N1)C1=NC(=CC(=C1)C1=CC=C(C=C1)C(F)(F)F)C)CCO (N,N-Bis-(2-hydroxy-ethyl)-3-[6′-methyl-4′-(4-trifluoromethyl-phenyl)-[2,2′]bipyridinyl-6-yl]-benzenesulfonamide). Yield: 50.0%. As a reaction SMILES: [CH3:1][C:2]1[N:7]=[C:6]([C:8]2[CH:13]=[CH:12][CH:11]=[C:10]([C:14]3[CH:15]=[C:16]([S:20](Cl)(=[O:22])=[O:21])[CH:17]=[CH:18][CH:19]=3)[N:9]=2)[CH:5]=[C:4]([C:24]2[CH:29]=[CH:28][C:27]([C:30]([F:33])([F:32])[F:31])=[CH:26][CH:25]=2)[CH:3]=1.[NH:34]([CH2:38][CH2:39][OH:40])[CH2:35][CH2:36][OH:37]>C1COCC1.CCOC(C)=O>[OH:37][CH2:36][CH2:35][N:34]([CH2:38][CH2:39][OH:40])[S:20]([C:16]1[CH:17]=[CH:18][CH:19]=[C:14]([C:10]2[N:9]=[C:8]([C:6]3[CH:5]=[C:4]([C:24]4[CH:29]=[CH:28][C:27]([C:30]([F:32])([F:33])[F:31])=[CH:26][CH:25]=4)[CH:3]=[C:2]([CH3:1])[N:7]=3)[CH:13]=[CH:12][CH:11]=2)[CH:15]=1)(=[O:22])=[O:21]. Procedure details: The title compound was prepared from 3-[6′-methyl-4′-(4-trifluoromethyl-phenyl)-[2,2′]bipyridinyl-6-yl]-benzenesulfonyl chloride (example I.2) (0.210 g, 0.429 mmol) by treatment with excess diethanolamine in THF (5 mL) at 23° C. for 16 h. Diluted with EtOAc, washed with 5% citric acid, sat. NaHCO3-sol. and brine, dried organic layer over Na2SO4. Removal of the solvent in vacuum left a crude product, which was purified by silica gel column chromatography with EtOAc followed by trituration with n-...